Dataset: the Open Reaction Database (ORD), a public repository of structured organic reaction records. Task: describe an organic reaction: reactants, conditions, products, and yield The reactants are CC(=O)O, Cc1cccnc1N, [O-][I+3]([O-])([O-])O, I, [Na+], [Na+], O=S([O-])([O-])=S, O, O, O, O=S(=O)(O)O. Product: Cc1cc(I)cnc1N. RXN SMILES: [C:30]([OH:31])(=[O:32])[CH3:33].[CH3:1][c:2]1[c:3]([NH2:8])[n:4][cH:5][cH:6][cH:7]1.[I+3:16]([OH:17])([O-:18])([O-:19])[O-:20].[I:21].[Na+:22].[Na+:23].[O-:24][S:25]([O-:26])(=[S:27])=[O:28].[OH2:14].[OH2:15].[OH2:29].[S:9](=[O:10])(=[O:11])([OH:12])[OH:13]>>[CH3:1][c:2]1[c:3]([NH2:8])[n:4][cH:5][c:6]([I:16])[cH:7]1. The reactants are OC1=C(C=O)C(=C(C(=C1)OC)C)C1=NC(=NO1)C (2-Hydroxy-4-methoxy-5-methyl-6-(3-methyl-1,2,4-oxadiazol-5-yl)-benzaldehyde), SC[C@@H](C1=NC(=NO1)C)NC(C)=O ((R)-N-[2-mercapto-1-(3-methyl-1,2,4-oxadiazol-5-yl)-ethyl]-acetamide). Product: OC1=CC(=C(C(=C1CSC[C@@H](C1=NC(=NO1)C)NC(C)=O)C1=NC(=NO1)C)C)OC ((R)-N-[2-[6-hydroxy-4-methoxy-3-methyl-2-(3-methyl-1,2,4-oxadiazol-5-yl)benzylsulfanyl]-1-(3-methyl-1,2,4-oxadiazol-5-yl)-ethyl]-acetamide). As a reaction SMILES: [OH:1][C:2]1[CH:9]=[C:8]([O:10][CH3:11])[C:7]([CH3:12])=[C:6]([C:13]2[O:17][N:16]=[C:15]([CH3:18])[N:14]=2)[C:3]=1[CH:4]=O.[SH:19][CH2:20][C@H:21]([NH:28][C:29](=[O:31])[CH3:30])[C:22]1[O:26][N:25]=[C:24]([CH3:27])[N:23]=1>>[OH:1][C:2]1[C:3]([CH2:4][S:19][CH2:20][C@H:21]([NH:28][C:29](=[O:31])[CH3:30])[C:22]2[O:26][N:25]=[C:24]([CH3:27])[N:23]=2)=[C:6]([C:13]2[O:17][N:16]=[C:15]([CH3:18])[N:14]=2)[C:7]([CH3:12])=[C:8]([O:10][CH3:11])[CH:9]=1. Procedure: 2-Hydroxy-4-methoxy-5-methyl-6-(3-methyl-1,2,4-oxadiazol-5-yl)-benzaldehyde and (R)-N-[2-mercapto-1-(3-methyl-1,2,4-oxadiazol-5-yl)-ethyl]-acetamide were subjected in an analogous manner to the procedure described in Example 1(g) to yield (R)-N-[2-[6-hydroxy-4-methoxy-3-methyl-2-(3-methyl-1,2,4-oxadiazol-5-yl)benzylsulfanyl]-1-(3-methyl-1,2,4-oxadiazol-5-yl)-ethyl]-acetamide as an oil. Starting materials: CC(C)(C)OC(=O)N1C(C(=O)O)CCC1c1ccccc1, C1CCOC1. The product is CC(C)(C)OC(=O)N1C(CO)CCC1c1ccccc1. As a reaction SMILES: [C:1](=[O:2])([O:3][C:4]([CH3:5])([CH3:6])[CH3:7])[N:8]1[CH:9]([C:10](=[O:11])[OH:12])[CH2:13][CH2:14][CH:15]1[c:16]1[cH:17][cH:18][cH:19][cH:20][cH:21]1.[CH2:22]1[O:23][CH2:24][CH2:25][CH2:26]1>>[C:1](=[O:2])([O:3][C:4]([CH3:5])([CH3:6])[CH3:7])[N:8]1[CH:9]([CH2:10][OH:11])[CH2:13][CH2:14][CH:15]1[c:16]1[cH:17][cH:18][cH:19][cH:20][cH:21]1. Reactants: Cl (hydrochloric acid), N1=CC=C(C=C1)C(=O)[C@H]1[C@H](CCCC1)C(=O)O ((1S,2R)-2-(4-pyridylcarbonyl)cyclohexanecarboxylic acid), [OH-].[Na+] (NaOH). The reagents and catalysts are [Zn] (Zn), Cl[Hg]Cl (HgCl2). Solvent: C(CC(O)(C(=O)O)CC(=O)O)(=O)O (citric acid). Reaction conditions: time 15 minute. Product: N1=CC=C(C=C1)C[C@@H]1[C@H](CCCC1)C(=O)O ((1S,2R)-2-(4-pyridylmethyl)-cyclohexanecarboxylic acid). As a reaction SMILES: Cl.[N:2]1[CH:7]=[CH:6][C:5]([C:8]([C@@H:10]2[CH2:15][CH2:14][CH2:13][CH2:12][C@@H:11]2[C:16]([OH:18])=[O:17])=O)=[CH:4][CH:3]=1.[OH-].[Na+]>C(O)(=O)CC(CC(O)=O)(C(O)=O)O.[Zn].Cl[Hg]Cl>[N:2]1[CH:7]=[CH:6][C:5]([CH2:8][C@H:10]2[CH2:15][CH2:14][CH2:13][CH2:12][C@@H:11]2[C:16]([OH:18])=[O:17])=[CH:4][CH:3]=1 |f:2.3|. Reported procedure: A mixture of 8.5 M hydrochloric acid (10.5 mL), Zn (5.57 g, 85.2 mmol), and HgCl2 (0.557 g, 2.1 mmol) was stirred for 15 min, and then (1S,2R)-2-(4-pyridylcarbonyl)cyclohexanecarboxylic acid (0.30 g, 1.3 mmol) was added. The reaction mixture was stirred at reflux for 20 h, and then diluted with 10% citric acid (75 mL), and then adjusted to pH=4 by addition of 10 M NaOH. The reaction mixture was extracted with ethyl acetate, washed with sat. brine, dried over MgSO4, filtered, and evaporated to gi... Reported procedure: To a solution of the amino alcohol of Example 31(0.140 g, 0.201 mmol) in THF (3 mL) was added a 1M solution of TBAF (0.10 mL, 0.10 mmol). The reaction mixture was stirred for 6 h. TLC showed the absence of starting material, therefore 2 drops of a saturated aqueous ammonium chloride solution was added. The reaction mixture was evaporated in vacuo to dryness and the residue was flash chromatographed (silica gel; dichloromethane/chloroform/methanol: 15/5/3) to afford 0.092 g of the title compound ... The reagents and catalysts are [Cl-].[NH4+] (ammonium chloride). Product: C(C)(C)(C)C1=NC(=NO1)CSC1=CC=C(C=C1)CCNC[C@@H](COC1=CC=C(C=C1)O)O ((2S)-4-(3-{2-[4-(5-tert-Butyl-[1,2,4]oxadiazol-3-ylmethylsulfanyl) -phenyl]-ethylamino}-2-hydroxy-propoxy)-phenol). Reactants: [Si](C1=CC=CC=C1)(C1=CC=CC=C1)(C(C)(C)C)OC1=CC=C(OC[C@H](CNCCC2=CC=C(C=C2)SCC2=NOC(=N2)C(C)(C)C)O)C=C1 ((2S)-1-(4-{[tert-butyl(diphenyl)silyl]oxy}phenoxy)-3-{[4-({[5-(tert-butyl)-1,2,4-oxadiazol-3-yl]methyl}sulfanyl)phenethyl]amino}-2-propanol), solution, CCCC[N+](CCCC)(CCCC)CCCC.[F-] (TBAF). Run in C1CCOC1 (THF). Reaction SMILES: [Si]([O:18][C:19]1[CH:49]=[CH:48][C:22]([O:23][CH2:24][C@@H:25]([OH:47])[CH2:26][NH:27][CH2:28][CH2:29][C:30]2[CH:35]=[CH:34][C:33]([S:36][CH2:37][C:38]3[N:42]=[C:41]([C:43]([CH3:46])([CH3:45])[CH3:44])[O:40][N:39]=3)=[CH:32][CH:31]=2)=[CH:21][CH:20]=1)(C(C)(C)C)(C1C=CC=CC=1)C1C=CC=CC=1.CCCC[N+](CCCC)(CCCC)CCCC.[F-]>C1COCC1.[Cl-].[NH4+]>[C:43]([C:41]1[O:40][N:39]=[C:38]([CH2:37][S:36][C:33]2[CH:32]=[CH:31][C:30]([CH2:29][CH2:28][NH:27][CH2:26][C@H:25]([OH:47])[CH2:24][O:23][C:22]3[CH:48]=[CH:49][C:19]([OH:18])=[CH:20][CH:21]=3)=[CH:35][CH:34]=2)[N:42]=1)([CH3:46])([CH3:44])[CH3:45] |f:1.2,4.5|. Yield: 100.0%. Conditions: time 6 hour.